From a dataset of the Open Reaction Database (ORD), a public repository of structured organic reaction records. describe an organic reaction: reactants, conditions, products, and yield Reactants: COC(=O)c1ncc(-c2cccc(C(F)(F)F)c2)cc1C, Cc1cc(-c2ccc(Cl)c(Cl)c2)cnc1C(=O)N1CCC(N2CCCC2)CC1, OB(O)c1cc(C(F)(F)F)ccc1Cl, [Na+], [Na+], O=C([O-])[O-], C1COCCO1, O. Product: Cc1cc(-c2cc(C(F)(F)F)ccc2Cl)cnc1C(=O)N1CCC(N2CCCC2)CC1. Reaction SMILES: [CH3:1][O:2][C:3]([c:4]1[c:5]([CH3:6])[cH:7][c:8](-[c:9]2[cH:10][cH:11][cH:12][c:13]([C:14]([F:15])([F:16])[F:17])[cH:18]2)[cH:19][n:20]1)=[O:21].[Cl:22][c:23]1[cH:24][c:25](-[c:30]2[cH:31][c:32]([CH3:49])[c:33]([C:36](=[O:37])[N:38]3[CH2:39][CH2:40][CH:41]([N:44]4[CH2:45][CH2:46][CH2:47][CH2:48]4)[CH2:42][CH2:43]3)[n:34][cH:35]2)[cH:26][cH:27][c:28]1[Cl:29].[Cl:50][c:51]1[c:52]([B:61]([OH:62])[OH:63])[cH:53][c:54]([C:57]([F:58])([F:59])[F:60])[cH:55][cH:56]1.[Na+:64].[Na+:65].[O-:66][C:67](=[O:68])[O-:69].[O:71]1[CH2:72][CH2:73][O:74][CH2:75][CH2:76]1.[OH2:70]>>[c:30]1(-[c:52]2[c:51]([Cl:50])[cH:56][cH:55][c:54]([C:57]([F:58])([F:59])[F:60])[cH:53]2)[cH:31][c:32]([CH3:49])[c:33]([C:36](=[O:37])[N:38]2[CH2:39][CH2:40][CH:41]([N:44]3[CH2:45][CH2:46][CH2:47][CH2:48]3)[CH2:42][CH2:43]2)[n:34][cH:35]1. The reactants are N(N)C1=NC=CC(=N1)C1=CC(=CC=C1)C(F)(F)F (2-hydrazino-4-(m-trifluoromethylphenyl)pyrimidine), C(C)(OCC)(OCC)OCC (triethyl orthoacetate). Yields the product CC1=NN=C2N1C=CC(=N2)C2=CC(=CC=C2)C(F)(F)F (3-Methyl-7-(m-trifluoromethylphenyl)-1,2,4-triazolo[4,3-a]pyrimidine). As a reaction SMILES: [NH:1]([C:3]1[N:8]=[C:7]([C:9]2[CH:14]=[CH:13][CH:12]=[C:11]([C:15]([F:18])([F:17])[F:16])[CH:10]=2)[CH:6]=[CH:5][N:4]=1)[NH2:2].[C:19](OCC)(OCC)(OCC)[CH3:20]>>[CH3:19][C:20]1[N:4]2[CH:5]=[CH:6][C:7]([C:9]3[CH:14]=[CH:13][CH:12]=[C:11]([C:15]([F:18])([F:17])[F:16])[CH:10]=3)=[N:8][C:3]2=[N:1][N:2]=1. Reported procedure: A mixture of 1.0 g. of 2-hydrazino-4-(m-trifluoromethylphenyl)pyrimidine and 25 ml. of triethyl orthoacetate is refluxed for 12 hours. On cooling the desired compound is isolated by filtration, m.p. 232°-234° C. Reactants: O=C1CCC(=O)N1Br, O=C(OOC(=O)c1ccccc1)c1ccccc1, ClC(Cl)(Cl)Cl, CCOCC, CC(=O)Oc1ccc(OC(C)=O)c(-c2ccc(C)cc2)c1. The product is CC(=O)Oc1ccc(OC(C)=O)c(-c2ccc(CBr)cc2)c1. RXN SMILES: [Br:22][N:23]1[C:24](=[O:25])[CH2:26][CH2:27][C:28]1=[O:29].[C:30]([O:31][O:32][C:33](=[O:34])[c:35]1[cH:36][cH:37][cH:38][cH:39][cH:40]1)(=[O:41])[c:42]1[cH:43][cH:44][cH:45][cH:46][cH:47]1.[C:48]([Cl:49])([Cl:50])([Cl:51])[Cl:52].[CH2:53]([O:54][CH2:55][CH3:56])[CH3:57].[CH3:1][c:2]1[cH:3][cH:4][c:5](-[c:8]2[c:9]([O:18][C:19]([CH3:20])=[O:21])[cH:10][cH:11][c:12]([O:14][C:15]([CH3:16])=[O:17])[cH:13]2)[cH:6][cH:7]1>>[CH2:1]([c:2]1[cH:3][cH:4][c:5](-[c:8]2[c:9]([O:18][C:19]([CH3:20])=[O:21])[cH:10][cH:11][c:12]([O:14][C:15]([CH3:16])=[O:17])[cH:13]2)[cH:6][cH:7]1)[Br:22].